Dataset: the Open Reaction Database (ORD), a public repository of structured organic reaction records. Task: describe an organic reaction: reactants, conditions, products, and yield The reactants are C(C)N (ethylamine), C(#N)NC(SC)=NCCSCC1=C(N=CN1)C (N-cyano-N'-[2-((4-methyl-5-imidazolyl)methylthio)ethyl]-S-methylisothiourea), CC=1N=CNC1CSCCN (4-methyl-5-[(2-aminoethyl)thiomethyl]imidazole). Solvent: C(C)O (ethanol). Yields the product C(#N)NC(=NCCSCC1=C(N=CN1)C)NCC (N-cyano-N'-ethyl-N"-[2-((4-methyl-5-imidazolyl)methylthio)ethyl]guanidine). RXN SMILES: [CH2:1]([NH2:3])[CH3:2].[C:4]([NH:6][C:7](=[N:10][CH2:11][CH2:12][S:13][CH2:14][C:15]1[NH:19][CH:18]=[N:17][C:16]=1[CH3:20])SC)#[N:5].CC1N=CNC=1CSCCN>C(O)C>[C:4]([NH:6][C:7]([NH:3][CH2:1][CH3:2])=[N:10][CH2:11][CH2:12][S:13][CH2:14][C:15]1[NH:19][CH:18]=[N:17][C:16]=1[CH3:20])#[N:5]. Procedure: Anhydrous ethylamine (9.0 g) was added to a solution of N-cyano-N'-[2-((4-methyl-5-imidazolyl)methylthio)ethyl]-S-methylisothiourea (5.0 g), prepared from 4-methyl-5-[(2-aminoethyl)thiomethyl]imidazole by the procedure of Example 97, in ethanol. The solution was heated under reflux for 8 hours and concentrated under reduced pressure. The residue was dissolved in isopropyl alcohol, filtered, and diluted with water. The white solid obtained was recrystallised from isopropyl alcohol-ether to yield ... The reactants are FC(F)(F)c1ccccc1CBr, CN(C)C=O, [K+], [K+], O=C([O-])[O-], COC(=O)c1sc(-n2cnc3ncccc32)cc1O, COC(=O)c1sc(-n2cnc3cccnc32)cc1O. The product is COC(=O)c1sc(-n2cnc3cccnc32)cc1OCc1ccccc1C(F)(F)F. RXN SMILES: [Br:45][CH2:46][c:47]1[c:48]([C:53]([F:54])([F:55])[F:56])[cH:49][cH:50][cH:51][cH:52]1.[CH3:57][N:58]([CH3:59])[CH:60]=[O:61].[K+:39].[K+:40].[O-:41][C:42]([O-:43])=[O:44].[OH:1][c:2]1[cH:3][c:4](-[n:5]2[c:6]3[c:7]([n:8][cH:9][cH:10][cH:11]3)[n:12][cH:13]2)[s:14][c:15]1[C:16]([O:17][CH3:18])=[O:19].[OH:20][c:21]1[c:22]([C:35](=[O:36])[O:37][CH3:38])[s:23][c:24](-[n:26]2[cH:27][n:28][c:29]3[c:30]2[n:31][cH:32][cH:33][cH:34]3)[cH:25]1>>[O:20]([c:21]1[c:22]([C:35](=[O:36])[O:37][CH3:38])[s:23][c:24](-[n:26]2[cH:27][n:28][c:29]3[c:30]2[n:31][cH:32][cH:33][cH:34]3)[cH:25]1)[CH2:46][c:47]1[c:48]([C:53]([F:54])([F:55])[F:56])[cH:49][cH:50][cH:51][cH:52]1. The reactants are C(\C=C\C(=O)O)(=O)O (fumaric acid), CCCCCC (hexane), C(C)OCC (diethyl ether), C(C)C1=C(C2=C([C@H]3CN(C[C@H]3CC2=O)C)C=C1OC)OC (cis-7-ethyl-6,8-dimethoxy-2-methyl-1,2,3,3a,4,9b-hexahydro-benzo[e]isoindol-5-one). Run in C(C)O (ethanol). Run at time 2 hour. Yields the product C(\C=C\C(=O)O)(=O)O.C(C)C1=C(C2=C([C@H]3CN(C[C@H]3CC2=O)C)C=C1OC)OC (cis-7-ethyl-6,8-dimethoxy-2-methyl-1,2,3,3a, 4,9b-hexahydro-benzo[e]isoindol-5-one fumarate). Yield: 74.0%. Reaction SMILES: [C:1]([OH:8])(=[O:7])/[CH:2]=[CH:3]/[C:4]([OH:6])=[O:5].CCCCCC.C(OCC)C.[CH2:20]([C:22]1[C:36]([O:37][CH3:38])=[CH:35][C:25]2[C@@H:26]3[C@H:30]([CH2:31][C:32](=[O:33])[C:24]=2[C:23]=1[O:39][CH3:40])[CH2:29][N:28]([CH3:34])[CH2:27]3)[CH3:21]>C(O)C>[C:1]([OH:8])(=[O:7])/[CH:2]=[CH:3]/[C:4]([OH:6])=[O:5].[CH2:20]([C:22]1[C:36]([O:37][CH3:38])=[CH:35][C:25]2[C@@H:26]3[C@H:30]([CH2:31][C:32](=[O:33])[C:24]=2[C:23]=1[O:39][CH3:40])[CH2:29][N:28]([CH3:34])[CH2:27]3)[CH3:21] |f:5.6|. Procedure: 6 mg (0.05 mmol) of fumaric acid 10 ml of hexane and 10 ml of diethyl ether were added while stirring to a solution of 15 mg (0.05 mmol) of cis-7-ethyl-6,8-dimethoxy-2-methyl-1,2,3,3a,4,9b-hexahydro-benzo[e]isoindol-5-one in 0.1 ml of ethanol. The mixture was stirred at room temperature for a further 2 hours and the solid was subsequently filtered off. 15 mg (75%) of cis-7-ethyl-6,8-dimethoxy-2-methyl-1,2,3,3a, 4,9b-hexahydro-benzo[e]isoindol-5-one fumarate (1:1) were obtained as a beige solid w... The reactants are C(C1=CC=CC=C1)(=O)OC1CCN(CC1)CC1=CC(=CC=C1)[N+](=O)[O-] (1-(3-nitro-benzyl)-piperidin-4-yl benzoate). Reagents/catalysts: [Ni] (Raney-nickel). Solvent: C(C)O (ethanol). Conditions: time 8 hour. Product: C(C1=CC=CC=C1)(=O)OC1CCN(CC1)CC1=CC(=CC=C1)N (1-(3-amino-benzyl)-piperidin-4-yl benzoate). Yield: 52.1%. RXN SMILES: [C:1]([O:9][CH:10]1[CH2:15][CH2:14][N:13]([CH2:16][C:17]2[CH:22]=[CH:21][CH:20]=[C:19]([N+:23]([O-])=O)[CH:18]=2)[CH2:12][CH2:11]1)(=[O:8])[C:2]1[CH:7]=[CH:6][CH:5]=[CH:4][CH:3]=1>C(O)C.[Ni]>[C:1]([O:9][CH:10]1[CH2:11][CH2:12][N:13]([CH2:16][C:17]2[CH:22]=[CH:21][CH:20]=[C:19]([NH2:23])[CH:18]=2)[CH2:14][CH2:15]1)(=[O:8])[C:2]1[CH:7]=[CH:6][CH:5]=[CH:4][CH:3]=1. Reported procedure: 0.207 g (0.0006 mol) of 1-(3-nitro-benzyl)-piperidin-4-yl benzoate was dissolved in 12 ml of ethanol and treated with 0.12 g of Raney-nickel. The mixture was hydrogenated at room temperature and under normal pressure for 8 hrs. The catalyst was filtered off and, after concentration, the residue was chromatographed on silica gel with ethyl acetate/hexane (1:1) as the eluent. 0.097 g (52%) of 1-(3-amino-benzyl)-piperidin-4-yl benzoate was obtained as yellowish crystals; m.p. 95°-97°. Starting materials: CSCCCNC(=O)C=1N=C(SC1)C=1N=C(SC1)CCNC(C(=O)OCC)=O (3-[2'-(2-(2-Ethoxy-1,2-dioxoethyl)aminoethyl)-2,4'-bithiazole-4-carboxamido]propyl Methyl Sulfide), [Li+].[OH-] (LiOH). Solvent: THF H2O-. Reaction conditions: temperature 25 celsius, time 2 hour. Yields the product CSCCCNC(=O)C=1N=C(SC1)C=1N=C(SC1)CCNC(C(=O)O)=O (3-[2'-(2-(2-Hydroxy-1,2-dioxoethyl)aminoethyl)-2,4'-bithiazole-4-carboxamido]propyl Methyl Sulfide). The yield is 99.0%. RXN SMILES: [CH3:1][S:2][CH2:3][CH2:4][CH2:5][NH:6][C:7]([C:9]1[N:10]=[C:11]([C:14]2[N:15]=[C:16]([CH2:19][CH2:20][NH:21][C:22](=[O:28])[C:23]([O:25]CC)=[O:24])[S:17][CH:18]=2)[S:12][CH:13]=1)=[O:8].[Li+].[OH-]>>[CH3:1][S:2][CH2:3][CH2:4][CH2:5][NH:6][C:7]([C:9]1[N:10]=[C:11]([C:14]2[N:15]=[C:16]([CH2:19][CH2:20][NH:21][C:22](=[O:28])[C:23]([OH:25])=[O:24])[S:17][CH:18]=2)[S:12][CH:13]=1)=[O:8] |f:1.2|. Procedure details: A solution of 118 (12.7 mg, 0.029 mmol) in THF-H2O--CH3OH (3:1:1, 0.45 mL) was treated with LiOH (6.0 mg, 0.14 mmol, 5.0 equiv) and the mixture was stirred at 25° C. for 2 h before the solvent was removed in vacuo. The crude product was dissolved in H2O and was acidified to pH 0.5 with the addition of 10% aqueous HCl. The product was extracted with 30% isopropanol-CHCl3 (7×1.2 mL), and the combined extracts were concentrated to afford 119 (11.9 mg, 11.9 mg theoretical, 100%) as an off white soli...